This data is from the Open Reaction Database (ORD), a public repository of structured organic reaction records. The task is: describe an organic reaction: reactants, conditions, products, and yield Starting materials: CCOC(=O)c1cc(=O)c2cccc(NC(=O)c3ccc4c(c3)CC(COCc3ccccc3)O4)c2o1, CO, N, C1CCOC1. Product: NC(=O)c1cc(=O)c2cccc(NC(=O)c3ccc4c(c3)CC(COCc3ccccc3)O4)c2o1. As a reaction SMILES: [CH2:1]([c:2]1[cH:3][cH:4][cH:5][cH:6][cH:7]1)[O:8][CH2:9][CH:10]1[O:11][c:12]2[c:13]([cH:15][c:16]([C:19](=[O:20])[NH:21][c:22]3[cH:23][cH:24][cH:25][c:26]4[c:27](=[O:37])[cH:28][c:29]([C:32]([O:34][CH2:33][CH3:35])=[O:36])[o:30][c:31]34)[cH:17][cH:18]2)[CH2:14]1.[CH3:39][OH:40].[NH3:38].[O:41]1[CH2:42][CH2:43][CH2:44][CH2:45]1>>[CH2:1]([c:2]1[cH:3][cH:4][cH:5][cH:6][cH:7]1)[O:8][CH2:9][CH:10]1[O:11][c:12]2[c:13]([cH:15][c:16]([C:19](=[O:20])[NH:21][c:22]3[cH:23][cH:24][cH:25][c:26]4[c:27](=[O:37])[cH:28][c:29]([C:32](=[O:34])[NH2:38])[o:30][c:31]34)[cH:17][cH:18]2)[CH2:14]1. Starting materials: FC(C(=O)O)(F)F (trifluoroacetic acid), ClC1=CC(=C(C=C1Cl)OCC(=O)OCC)[N+](=O)[O-] (Ethyl [(4,5-dichloro-2-nitrophenyl)oxy]acetate), CC#N.O (CH3CN H2O), O.O.Cl[Sn]Cl (SnCl2.2H2O). The solvent is C(C)O (ethanol). Conditions: temperature 85 celsius, time 20 hour. The product is ClC=1C(=CC2=C(NC(CO2)=O)C1)Cl (6,7-dichloro-2H-1,4-benzoxazin-3(4H)-one). As a reaction SMILES: [Cl:1][C:2]1[C:7]([Cl:8])=[CH:6][C:5]([O:9][CH2:10][C:11](OCC)=[O:12])=[C:4]([N+:16]([O-])=O)[CH:3]=1.O.O.Cl[Sn]Cl.CC#N.O.FC(F)(F)C(O)=O>C(O)C>[Cl:1][C:2]1[C:7]([Cl:8])=[CH:6][C:5]2[O:9][CH2:10][C:11](=[O:12])[NH:16][C:4]=2[CH:3]=1 |f:1.2.3,4.5|. Procedure details: Ethyl [(4,5-dichloro-2-nitrophenyl)oxy]acetate (36.0 g, 0. 122 mol) was dissolved in 400 mL of ethanol and treated with SnCl2.2H2O (138.0 g, 0.612 mol). This mixture was magnetically stirred and heated to 85° C. in an oil bath. After 20 hours, HPLC (Eclipse XDB-C18, 4.6×250 mm, 5 micron, 1-99% CH3CN/H2O with 0.1% trifluoroacetic acid) showed that all of the starting material (Rt=7.8 min) was gone and that two new compounds had formed: the desired product (Rt=6.2 min) and the hydroxamic acid of t... The reactants are C(C1=CC=CC=C1)N1C([C@H](CCC1=O)N1C(C2=CC=CC(=C2C1)OCC1=CC=C(C=C1)CN1CCOCC1)=O)=O ((S)-1-benzyl-3-(4-((4-(morpholinomethyl)benzyl)oxy)-1-oxoisoindolin-2-yl)piperidine-2,6-dione). The reagents and catalysts are [Pd] (Pd/C). Run in C(C)(=O)O (acetic acid). Product: O1CCN(CC1)CC1=CC=C(COC2=C3CN(C(C3=CC=C2)=O)[C@@H]2C(NC(CC2)=O)=O)C=C1 ((S)-3-(4-((4-(Morpholinomethyl)benzyl)oxy)-1-oxoisoindolin-2-yl)piperidine-2,6-dione). Reaction SMILES: C([N:8]1[C:13](=[O:14])[CH2:12][CH2:11][C@H:10]([N:15]2[CH2:23][C:22]3[C:17](=[CH:18][CH:19]=[CH:20][C:21]=3[O:24][CH2:25][C:26]3[CH:31]=[CH:30][C:29]([CH2:32][N:33]4[CH2:38][CH2:37][O:36][CH2:35][CH2:34]4)=[CH:28][CH:27]=3)[C:16]2=[O:39])[C:9]1=[O:40])C1C=CC=CC=1>C(O)(=O)C.[Pd]>[O:36]1[CH2:37][CH2:38][N:33]([CH2:32][C:29]2[CH:30]=[CH:31][C:26]([CH2:25][O:24][C:21]3[CH:20]=[CH:19][CH:18]=[C:17]4[C:22]=3[CH2:23][N:15]([C@H:10]3[CH2:11][CH2:12][C:13](=[O:14])[NH:8][C:9]3=[O:40])[C:16]4=[O:39])=[CH:27][CH:28]=2)[CH2:34][CH2:35]1. Reported procedure: (S)-3-(4-((4-(Morpholinomethyl)benzyl)oxy)-1-oxoisoindolin-2-yl)piperidine-2,6-dione is prepared from (S)-1-benzyl-3-(4-((4-(morpholinomethyl)benzyl)oxy)-1-oxoisoindolin-2-yl)piperidine-2,6-dione by hydrogenation in acetic acid in the presence of Pd/C for 2 days. Starting materials: ClC1=C(C=C(C=C1)N1CCN(CC1)C(=O)OC(C)(C)C)OC (tert-butyl 4-(4-chloro-3-methoxyphenyl)piperazine-1-carboxylate), Cl (HCl). As a reaction SMILES: [Cl:1][C:2]1[CH:7]=[CH:6][C:5]([N:8]2[CH2:13][CH2:12][N:11](C(OC(C)(C)C)=O)[CH2:10][CH2:9]2)=[CH:4][C:3]=1[O:21][CH3:22].[ClH:23]>CO>[ClH:1].[ClH:23].[Cl:1][C:2]1[CH:7]=[CH:6][C:5]([N:8]2[CH2:9][CH2:10][NH:11][CH2:12][CH2:13]2)=[CH:4][C:3]=1[O:21][CH3:22] |f:3.4.5|. Solvent: CO (MeOH). The product is Cl.Cl.ClC1=C(C=C(C=C1)N1CCNCC1)OC (1-(4-chloro-3-methoxyphenyl)piperazine dihydrochloride). Run at temperature 60 celsius, time 15 minute. Procedure: A 4-L beaker equipped with a mechanical stirrer was charged with tert-butyl 4-(4-chloro-3-methoxyphenyl)piperazine-1-carboxylate (500 g, 1.53 mol, 1 equiv) and MeOH (1.50 L). While stirring at room temperature conc. 37% HCl (500 mL, 4 equiv) was added over 5 min. The internal temperature rose to 40° C., and the solution became thick with precipitate. After 15 min, the mixture was heated to an internal temperature of 60° C. on a hotplate. (Foaming begun at approximately 50° C. as the mixture warm... Reactants: COC(=O)C=1SC(=CC1N=CN(C)C)CCC1CC1 (5-(2-Cyclopropylethyl)-3-(dimethylaminomethyleneamino)thiophene-2-carboxylic acid methyl ester), NC1=CC=C(C=C1)N1C[C@@H](CC1)N(C)CCS(=O)(=O)C ([(R)-1-(4-aminophenyl)pyrrolidin-3-yl]-(2-methanesulfonylethyl)methylamine). Yields the product C1(CC1)CCC1=CC=2N=CN(C(C2S1)=O)C1=CC=C(C=C1)N1C[C@@H](CC1)N(C)CCS(=O)(=O)C (6-(2-Cyclopropylethyl)-3-(4-{(R)-3-[(2-methanesulfonylethyl)methylamino]pyrrolidin-1-yl}phenyl)-3H-thieno[3,2-d]pyrimidin-4-one). RXN SMILES: CO[C:3]([C:5]1[S:6][C:7]([CH2:15][CH2:16][CH:17]2[CH2:19][CH2:18]2)=[CH:8][C:9]=1[N:10]=[CH:11][N:12]([CH3:14])C)=[O:4].NC1[CH:26]=[CH:25][C:24]([N:27]2[CH2:31][CH2:30][C@@H:29]([N:32]([CH2:34][CH2:35][S:36]([CH3:39])(=[O:38])=[O:37])[CH3:33])[CH2:28]2)=[CH:23][CH:22]=1>>[CH:17]1([CH2:16][CH2:15][C:7]2[S:6][C:5]3[C:3](=[O:4])[N:12]([C:14]4[CH:26]=[CH:25][C:24]([N:27]5[CH2:31][CH2:30][C@@H:29]([N:32]([CH2:34][CH2:35][S:36]([CH3:39])(=[O:38])=[O:37])[CH3:33])[CH2:28]5)=[CH:23][CH:22]=4)[CH:11]=[N:10][C:9]=3[CH:8]=2)[CH2:18][CH2:19]1. Procedure details: 5-(2-Cyclopropylethyl)-3-(dimethylaminomethyleneamino)thiophene-2-carboxylic acid methyl ester was reacted with [(R)-1-(4-aminophenyl)pyrrolidin-3-yl]-(2-methanesulfonylethyl)methylamine by method A1. The product with the molecular weight of 500.57 (C25H32N4O3S2) was obtained in this way; MS (ESI): 501 (M+H+). Reactants: CCC1COC(=O)N1c1ccc(C(=O)O)cc1, Cc1cnc(N2CCNCC2)c(C)c1, Cl. The product is CCC1COC(=O)N1c1ccc(C(=O)N2CCN(c3ncc(C)cc3C)CC2)cc1. Reaction SMILES: [CH2:1]([CH3:2])[CH:3]1[N:4]([c:9]2[cH:10][cH:11][c:12]([C:13](=[O:14])[OH:15])[cH:16][cH:17]2)[C:5](=[O:8])[O:6][CH2:7]1.[CH3:19][c:20]1[c:21]([N:27]2[CH2:28][CH2:29][NH:30][CH2:31][CH2:32]2)[n:22][cH:23][c:24]([CH3:26])[cH:25]1.[ClH:18]>>[CH2:1]([CH3:2])[CH:3]1[N:4]([c:9]2[cH:10][cH:11][c:12]([C:13](=[O:15])[N:30]3[CH2:29][CH2:28][N:27]([c:21]4[c:20]([CH3:19])[cH:25][c:24]([CH3:26])[cH:23][n:22]4)[CH2:32][CH2:31]3)[cH:16][cH:17]2)[C:5](=[O:8])[O:6][CH2:7]1. Reactants: FC1=C(CN2C3=C(NCC2)N=CC(=C3)I)C=C(C=C1)F (1-(2,5-Difluorobenzyl)-7-iodo-1,2,3,4-tetrahydropyrido[2,3-b]pyrazine), C(C)OC(C1=CN=CC(=C1)B1OC(C(O1)(C)C)C)=O (5-(4,4,5-trimethyl-[1,3,2]dioxaborolan-2-yl)-nicotinic acid ethyl ester). The product is C(C)OC(C1=CN=CC(=C1)C1=CC2=C(NCCN2CC2=C(C=CC(=C2)F)F)N=C1)=O (5-[1-(2,5-Difluorobenzyl)-1,2,3,4-tetrahydropyrido[2,3-b]pyrazin-7-yl]-nicotinic acid ethyl ester). The yield is 29.0%. RXN SMILES: [F:1][C:2]1[CH:19]=[CH:18][C:17]([F:20])=[CH:16][C:3]=1[CH2:4][N:5]1[CH2:10][CH2:9][NH:8][C:7]2[N:11]=[CH:12][C:13](I)=[CH:14][C:6]1=2.[CH2:21]([O:23][C:24](=[O:39])[C:25]1[CH:30]=[C:29](B2OC(C)(C)C(C)O2)[CH:28]=[N:27][CH:26]=1)[CH3:22]>>[CH2:21]([O:23][C:24](=[O:39])[C:25]1[CH:30]=[C:29]([C:13]2[CH:12]=[N:11][C:7]3[NH:8][CH2:9][CH2:10][N:5]([CH2:4][C:3]4[CH:16]=[C:17]([F:20])[CH:18]=[CH:19][C:2]=4[F:1])[C:6]=3[CH:14]=2)[CH:28]=[N:27][CH:26]=1)[CH3:22]. Procedure details: 1-(2,5-Difluorobenzyl)-7-iodo-1,2,3,4-tetrahydropyrido[2,3-b]pyrazine (350 mg) was reacted with 5-(4,4,5-trimethyl-[1,3,2]dioxaborolan-2-yl)-nicotinic acid ethyl ester as in General Procedure 4A to give the title compound as a tan solid (29% yield). M.p. 169-172° C., LCMS: m/z=411.03 (M+H+), 1H-NMR (CDCl3, 400 MHz) δ 1.42 (t, J=7.1 Hz, 3H), 3.47-3.52 (m, 2H), 3.62-3.71 (m, 2H), 4.42 (q, J=7.1 Hz, 2H), 4.51 (s, 2H), 4.99 (s, 1H), 6.75 (s, 1H), 6.91-7.02 (m, 2H), 7.03-7.11 (m, 1H), 7.74 (d, J=2.0 ... Reactants: CO, CCOC(C)=O, O, OO, Cc1cc(C(N)=O)ncc1C(Sc1ccc2ccoc2c1)c1c(F)ccc(F)c1F. Product: Cc1cc(C(N)=O)ncc1C(c1c(F)ccc(F)c1F)S(=O)(=O)c1ccc2ccoc2c1. RXN SMILES: [CH3:32][OH:33].[CH3:34][CH2:35][O:36][C:37](=[O:38])[CH3:39].[OH2:31].[OH:40][OH:41].[o:1]1[cH:2][cH:3][c:4]2[c:5]1[cH:6][c:7]([S:10][CH:11]([c:12]1[c:13]([CH3:21])[cH:14][c:15]([C:18](=[O:19])[NH2:20])[n:16][cH:17]1)[c:22]1[c:23]([F:30])[c:24]([F:29])[cH:25][cH:26][c:27]1[F:28])[cH:8][cH:9]2>>[o:1]1[cH:2][cH:3][c:4]2[c:5]1[cH:6][c:7]([S:10]([CH:11]([c:12]1[c:13]([CH3:21])[cH:14][c:15]([C:18](=[O:19])[NH2:20])[n:16][cH:17]1)[c:22]1[c:23]([F:30])[c:24]([F:29])[cH:25][cH:26][c:27]1[F:28])(=[O:31])=[O:33])[cH:8][cH:9]2.